From a dataset of the Open Reaction Database (ORD), a public repository of structured organic reaction records. describe an organic reaction: reactants, conditions, products, and yield Reactants: ClC1=C(C2=C(CCN(CC2)C(C(F)(F)F)=O)C=C1)OS(=O)(=O)C(F)(F)F (7-chloro-3-(2,2,2-trifluoroacetyl)-6-trifluoromethanesulfonyloxy-2,3,4,5-tetrahydro-1H-benzo[d]azepine), C([O-])([O-])=O.[Cs+].[Cs+] (cesium carbonate), C1(CC1)C(=O)NCC1=CC=C(CN)C=C1 (4-[(cyclopropanecarbonyl-amino)-methyl]-benzylamine), C=1C=CC(=CC1)P(C=2C=CC=CC2)C3=CC=C4C=CC=CC4=C3C5=C6C=CC=CC6=CC=C5P(C=7C=CC=CC7)C=8C=CC=CC8 (BINAP). The reagents and catalysts are C=1C=CC(=CC1)/C=C/C(=O)/C=C/C2=CC=CC=C2.C=1C=CC(=CC1)/C=C/C(=O)/C=C/C2=CC=CC=C2.C=1C=CC(=CC1)/C=C/C(=O)/C=C/C2=CC=CC=C2.[Pd].[Pd] (tris(dibenzylideneacetone)dipalladium(0)). Run in C1(=CC=CC=C1)C (toluene). Product: ClC1=C(C2=C(CCN(CC2)C(C(F)(F)F)=O)C=C1)NCC1=CC=C(C=C1)CNC(=O)C1CC1 (7-chloro-6-{4-[(cyclopropanecarbonyl-amino)-methyl]-benzylamino}-3-(2,2,2-trifluoroacetyl)-2,3,4,5-tetrahydro-1H-benzo[d]azepine). The yield is 64.9%. Reaction SMILES: [Cl:1][C:2]1[CH:18]=[CH:17][C:5]2[CH2:6][CH2:7][N:8]([C:11](=[O:16])[C:12]([F:15])([F:14])[F:13])[CH2:9][CH2:10][C:4]=2[C:3]=1OS(C(F)(F)F)(=O)=O.[CH:27]1([C:30]([NH:32][CH2:33][C:34]2[CH:41]=[CH:40][C:37]([CH2:38][NH2:39])=[CH:36][CH:35]=2)=[O:31])[CH2:29][CH2:28]1.C1C=CC(P(C2C(C3C(P(C4C=CC=CC=4)C4C=CC=CC=4)=CC=C4C=3C=CC=C4)=C3C(C=CC=C3)=CC=2)C2C=CC=CC=2)=CC=1.C(=O)([O-])[O-].[Cs+].[Cs+]>C1(C)C=CC=CC=1.C1C=CC(/C=C/C(/C=C/C2C=CC=CC=2)=O)=CC=1.C1C=CC(/C=C/C(/C=C/C2C=CC=CC=2)=O)=CC=1.C1C=CC(/C=C/C(/C=C/C2C=CC=CC=2)=O)=CC=1.[Pd].[Pd]>[Cl:1][C:2]1[CH:18]=[CH:17][C:5]2[CH2:6][CH2:7][N:8]([C:11](=[O:16])[C:12]([F:15])([F:14])[F:13])[CH2:9][CH2:10][C:4]=2[C:3]=1[NH:39][CH2:38][C:37]1[CH:40]=[CH:41][C:34]([CH2:33][NH:32][C:30]([CH:27]2[CH2:28][CH2:29]2)=[O:31])=[CH:35][CH:36]=1 |f:3.4.5,7.8.9.10.11|. Procedure details: Use a method similar to the General Procedure 1-2 to couple 7-chloro-3-(2,2,2-trifluoroacetyl)-6-trifluoromethanesulfonyloxy-2,3,4,5-tetrahydro-1H-benzo[d]azepine (458 mg, 1.076 mmol) with 4-[(cyclopropanecarbonyl-amino)-methyl]-benzylamine (275 mg, 1.346 mmol) using tris(dibenzylideneacetone)dipalladium(0) (99 mg, 0.108 mmol), BINAP (134 mg, 0.215 mmol) and cesium carbonate (710 mg, 2.17 mmol) in toluene (17 mL). Purify by chromatography on silica gel (80 g, pre-packed cartridge) eluting with h... Solvent: CO (methanol), ClCCl (dichloromethane). Reported procedure: To a solution of 1,1-dimethylethyl 2-{4-[(dimethylamino)carbonyl]phenyl}-4,5,7,8-tetrahydropyrazolo[3,4-d]azepine-6(2H)-carboxylate (may be prepared as described in Description 41) (194 mg, 0.50 mmol) in dichloromethane (14 ml) was added trifluoroacetic acid (7 ml). The resulting mixture was stirred at room temperature, under argon, for 2 hours and then diluted with methanol. Reaction was purified by SCX, eluting with methanol and then 2M ammonia/methanol. The basic fractions were combined and s... Conditions: time 2 hour. Product: CN(C(C1=CC=C(C=C1)N1N=C2CCNCCC2=C1)=O)C (N,N-Dimethyl-4-(5,6,7,8-tetrahydropyrazolo[3,4-d]azepin-2(4H)-yl)benzamide). Reaction SMILES: [CH3:1][N:2]([CH3:28])[C:3]([C:5]1[CH:10]=[CH:9][C:8]([N:11]2[CH:20]=[C:19]3[C:13]([CH2:14][CH2:15][N:16](C(OC(C)(C)C)=O)[CH2:17][CH2:18]3)=[N:12]2)=[CH:7][CH:6]=1)=[O:4].FC(F)(F)C(O)=O>ClCCl.CO>[CH3:1][N:2]([CH3:28])[C:3](=[O:4])[C:5]1[CH:10]=[CH:9][C:8]([N:11]2[CH:20]=[C:19]3[C:13]([CH2:14][CH2:15][NH:16][CH2:17][CH2:18]3)=[N:12]2)=[CH:7][CH:6]=1. Reactants: CN(C(=O)C1=CC=C(C=C1)N1N=C2CCN(CCC2=C1)C(=O)OC(C)(C)C)C (1,1-dimethylethyl 2-{4-[(dimethylamino)carbonyl]phenyl}-4,5,7,8-tetrahydropyrazolo[3,4-d]azepine-6(2H)-carboxylate), FC(C(=O)O)(F)F (trifluoroacetic acid). The reactants are C(=O)(O)CCC1=C(OCC2=CC=C(C(=O)O)C=C2)C=CC(=C1)C(C1=C(C=C(C=C1)OC1CCCC1)O)=O (4-({2-(2-carboxyethyl)-4-[4-(cyclopentyloxy)-2-hydroxybenzoyl]phenoxy}-methyl)benzoic acid), Cl.C(C)O (hydrogen chloride ethanol). The solvent is C(Cl)Cl (methylene chloride). Conditions: time 7 hour. Product: C1(CCCC1)OC1=CC(=C(C(=O)C2=CC(=C(OCC3=CC=C(C(=O)O)C=C3)C=C2)CCC(=O)OCC)C=C1)O (4-{[4-[4-(cyclopentyloxy)-2-hydroxybenzoyl]-2-(3-ethoxy-3-oxopropyl)phenoxy]methyl} benzoic acid). RXN SMILES: [C:1]([CH2:4][CH2:5][C:6]1[CH:22]=[C:21]([C:23](=[O:37])[C:24]2[CH:29]=[CH:28][C:27]([O:30][CH:31]3[CH2:35][CH2:34][CH2:33][CH2:32]3)=[CH:26][C:25]=2[OH:36])[CH:20]=[CH:19][C:7]=1[O:8][CH2:9][C:10]1[CH:18]=[CH:17][C:13]([C:14]([OH:16])=[O:15])=[CH:12][CH:11]=1)([OH:3])=[O:2].Cl.[CH2:39](O)[CH3:40]>C(Cl)Cl>[CH:31]1([O:30][C:27]2[CH:28]=[CH:29][C:24]([C:23]([C:21]3[CH:20]=[CH:19][C:7]([O:8][CH2:9][C:10]4[CH:11]=[CH:12][C:13]([C:14]([OH:16])=[O:15])=[CH:17][CH:18]=4)=[C:6]([CH2:5][CH2:4][C:1]([O:3][CH2:39][CH3:40])=[O:2])[CH:22]=3)=[O:37])=[C:25]([OH:36])[CH:26]=2)[CH2:32][CH2:33][CH2:34][CH2:35]1 |f:1.2|. Procedure: 3.32 g of 4-({2-(2-carboxyethyl)-4-[4-(cyclopentyloxy)-2-hydroxybenzoyl]phenoxy}-methyl)benzoic acid was suspended in 3.3 mL of methylene chloride, to which 3.3 mL of 4M hydrogen chloride-ethanol was added, and this mixture was stirred for 7 hours at room temperature. The reaction mixture was concentrated under reduced pressure, and then the resultant residue was purified by silica gel column chromatography [eluent; chloroform:ethanol=10:1] to yield 1.76 g of 4-{[4-[4-(cyclopentyloxy)-2-hydroxyb... The reactants are O1CCCCC1 (Tetrahydro-4H-pyran), C(CO)O (ethylene glycol), O.C1(=CC=C(C=C1)S(=O)(=O)O)C (p-toluenesulfonic acid monohydrate), C([O-])(O)=O.[Na+] (sodium bicarbonate). RXN SMILES: [O:1]1[CH2:6][CH2:5][CH2:4][CH2:3][CH2:2]1.[CH2:7]([OH:10])[CH2:8][OH:9].O.C1(C)C=CC(S(O)(=O)=O)=CC=1.C(=O)(O)[O-].[Na+]>C1C=CC=CC=1>[O:9]1[C:4]2([CH2:5][CH2:6][O:1][CH2:2][CH2:3]2)[O:10][CH2:7][CH2:8]1 |f:2.3,4.5|. Run in C1=CC=CC=C1 (benzene). The yield is 90.1%. Yields the product O1CCOC12CCOCC2 (1,4,8-Trioxaspiro[4.5]decane). Procedure: Tetrahydro-4H-pyran (6.00 g, 60.0 mmol) was dissolved in benzene (120 mL), to which ethylene glycol (11.2 g, 180 mmol) and p-toluenesulfonic acid monohydrate (1.14 g, 6.00 mmol) were added. Using a Dean-Stark tube, the resulting mixture was refluxed for two hours while removing water generated. To the resulting reaction liquid, a saturated aqueous solution of sodium bicarbonate was added, followed by extraction with ethyl acetate. The resulting organic layer was washed with saturated brine, and ... Reactants: CC(C)(C)OC(=O)N(N(C(=O)OC(C)(C)C)C1=NC(=NC(=C1F)NCC=1N=CSC1)Cl)C(=O)OC(C)(C)C (Tris(1,1-dimethylethyl)2-{2-chloro-5-fluoro-6-[(1,3-thiazol-4-ylmethyl)amino]-4-pyrimidinyl}-1,1,2-hydrazinetricarboxylate). The solvent is CO (MeOH), Cl (HCl). Reaction conditions: time 8 hour. The product is ClC=1NC(=C(C(N1)=NN)F)NCC=1N=CSC1 (2-chloro-5-fluoro-6-[(1,3-thiazol-4-ylmethyl)amino]-4(1H)-pyrimidinone hydrazone). Isolated yield 43.1%. As a reaction SMILES: CC(OC([N:8](C(OC(C)(C)C)=O)[N:9]([C:17]1[C:22]([F:23])=[C:21]([NH:24][CH2:25][C:26]2[N:27]=[CH:28][S:29][CH:30]=2)[N:20]=[C:19]([Cl:31])[N:18]=1)C(OC(C)(C)C)=O)=O)(C)C>CO.Cl>[Cl:31][C:19]1[NH:20][C:21]([NH:24][CH2:25][C:26]2[N:27]=[CH:28][S:29][CH:30]=2)=[C:22]([F:23])[C:17](=[N:9][NH2:8])[N:18]=1. Reported procedure: Tris(1,1-dimethylethyl)2-{2-chloro-5-fluoro-6-[(1,3-thiazol-4-ylmethyl)amino]-4-pyrimidinyl}-1,1,2-hydrazinetricarboxylate (0.51 g, 0.8868 mmol) was dissolved in MeOH (5 mL) and HCl (4M in 1,4-dioxane) (5 mL). The reaction mixture was left to stir overnight, then evaporated and purified by RP-HPLC to provide 2-chloro-5-fluoro-6-[(1,3-thiazol-4-ylmethyl)amino]-4(1H)-pyrimidinone hydrazone as an orange oil (0.105 g). LCMS: (M+H)+=275.0. Starting materials: CNC(NN)=S (4-methylthiosemicarbazide), P(=O)(Cl)(Cl)Cl (phosphorus oxychloride), C(=O)(O)[C@H]1N(C[C@@H](C1)OS(=O)(=O)C)C(=O)OCC1=CC=C(C=C1)[N+](=O)[O-] ((2S,4R)-2- carboxy-4-methanesulfonyloxy-1-(4-nitrobenzyloxycarbonyl)pyrrolidine), [OH-].[Na+] (sodium hydroxide). Solvent: O (water), O1CCCC1 (tetrahydrofuran), O1CCCC1 (tetrahydrofuran), O1CCCC1 (tetrahydrofuran), CN(C=O)C (dimethylformamide). Run at time 30 minute. Product: CS(=O)(=O)O[C@@H]1C[C@H](N(C1)C(=O)OCC1=CC=C(C=C1)[N+](=O)[O-])C(=O)NNC(=S)NC ((2S, 4R)-4-methanesulfonyloxy -2-(4-methylthiosemicarbazidocarbonyl)-1-(4-nitrobenzyloxycarbonyl) pyrrolidine). Yield: 81.3%. As a reaction SMILES: P(Cl)(Cl)(Cl)=O.[C:6]([C@@H:9]1[CH2:13][C@@H:12]([O:14][S:15]([CH3:18])(=[O:17])=[O:16])[CH2:11][N:10]1[C:19]([O:21][CH2:22][C:23]1[CH:28]=[CH:27][C:26]([N+:29]([O-:31])=[O:30])=[CH:25][CH:24]=1)=[O:20])(O)=[O:7].[CH3:32][NH:33][C:34](=[S:37])[NH:35][NH2:36].[OH-].[Na+]>O1CCCC1.O.CN(C)C=O>[CH3:18][S:15]([O:14][C@H:12]1[CH2:11][N:10]([C:19]([O:21][CH2:22][C:23]2[CH:24]=[CH:25][C:26]([N+:29]([O-:31])=[O:30])=[CH:27][CH:28]=2)=[O:20])[C@H:9]([C:6]([NH:36][NH:35][C:34]([NH:33][CH3:32])=[S:37])=[O:7])[CH2:13]1)(=[O:17])=[O:16] |f:3.4|. Procedure details: To a mixture of dimethylformamide (2.9 ml) and tetrahydrofuran (6 ml) was dropwise added phosphorus oxychloride (2.8 ml) at -5°∫5° C. and the mixture was stirred at the same temperature for 30 minutes. To the mixture was added a solution of (2S,4R)-2- carboxy-4-methanesulfonyloxy-1-(4-nitrobenzyloxycarbonyl)pyrrolidine (9.65 g) in tetrahydrofuran (20 ml) at -5°∫5° C., followed by stirring at the same temperature for 30 minutes. The mixture was dropwise added to a solution of 4-methylthiosemicarb... Starting materials: ClC1=CC=C(OCC(C(CO)(C)C)=O)C=C1 (1-(p-chlorophenoxy)-3,3-dimethyl-4-hydroxy-2-butanone), C1(=CC=CC=C1)P(C1=CC=CC=C1)C1=CC=CC=C1 (triphenylphosphine), C(Cl)(Cl)(Cl)Cl (carbon tetrachloride). The product is ClC1=CC=C(OCC(C(CCl)(C)C)=O)C=C1 (1-(p-chlorophenoxy)-3,3-dimethyl-4-chloro-2-butanone). Reaction SMILES: [Cl:1][C:2]1[CH:16]=[CH:15][C:5]([O:6][CH2:7][C:8](=[O:14])[C:9]([CH3:13])([CH3:12])[CH2:10]O)=[CH:4][CH:3]=1.C1(P(C2C=CC=CC=2)C2C=CC=CC=2)C=CC=CC=1.C(Cl)(Cl)(Cl)[Cl:37]>>[Cl:1][C:2]1[CH:16]=[CH:15][C:5]([O:6][CH2:7][C:8](=[O:14])[C:9]([CH3:13])([CH3:12])[CH2:10][Cl:37])=[CH:4][CH:3]=1. Reported procedure: Into a 100-ml egg plant type flask were placed 2.4 g of 1-(p-chlorophenoxy)-3,3-dimethyl-4-hydroxy-2-butanone, 2.6 g of triphenylphosphine and 50 ml of carbon tetrachloride, which were then refluxed for 18 hours. The reaction mixture was cooled, the crystals separating out were filtered off, and the filtrate was concentrated in a vacuum. The residue obtained was purified by silica gel column chromatography, giving 1.8 g of the above-identified desired compound. Product: C(C)(C)(C)NCC(COC1=C(C=CC(=C1)OC)C1=CC=C(N=N1)NN)O (6-[2-(3-t-Butylamino-2-hydroxypropoxy)-4-methoxyphenyl]-3-hydrazinopyridazine), S(=O)(=O)([O-])[O-] (sulphate). RXN SMILES: [C:1]([NH:5][CH2:6][CH:7]([OH:33])[CH2:8][O:9][C:10]1[CH:15]=[C:14]([O:16][CH3:17])[CH:13]=[CH:12][C:11]=1[C:18]1[N:19]=[N:20][C:21]([NH:24][NH:25]C(OC(C)(C)C)=O)=[CH:22][CH:23]=1)([CH3:4])([CH3:3])[CH3:2].[S:34](=[O:38])(=[O:37])([OH:36])[OH:35]>>[C:1]([NH:5][CH2:6][CH:7]([OH:33])[CH2:8][O:9][C:10]1[CH:15]=[C:14]([O:16][CH3:17])[CH:13]=[CH:12][C:11]=1[C:18]1[N:19]=[N:20][C:21]([NH:24][NH2:25])=[CH:22][CH:23]=1)([CH3:4])([CH3:2])[CH3:3].[S:34]([O-:38])([O-:37])(=[O:36])=[O:35]. Reported procedure: 3-[2-(3-t-Butylamino-2-hydroxypropoxy)-4-methoxyphenyl]-6-(2-t-butyloxycarbonylhydrazino)pyridazine (0.01 mole) was treated with dilute sulphuric acid (0.01 mole) and the solution evaporated to dryness to give the title compound as its sulphate salt. Reactants: C(C)(C)(C)NCC(COC1=C(C=CC(=C1)OC)C=1N=NC(=CC1)NNC(=O)OC(C)(C)C)O (3-[2-(3-t-Butylamino-2-hydroxypropoxy)-4-methoxyphenyl]-6-(2-t-butyloxycarbonylhydrazino)pyridazine), S(O)(O)(=O)=O (sulphuric acid).